This data is from the Open Reaction Database (ORD), a public repository of structured organic reaction records. The task is: describe an organic reaction: reactants, conditions, products, and yield Reactants: aqueous solution, C(CCCCCCC)S(=O)(=O)O (n-octane sulfonic acid), CCCC (butane), CC (ethane), C (methane), CCC (propane). Run in CCCCCC (n-hexane). The product is C (methane), CC (ethane), CCC (propane), C(CCC)S(=O)(=O)O (butane sulfonic acid). RXN SMILES: C.CC.[CH3:4]CC.[CH3:7][CH2:8]CC.[CH2:11]([S:19]([OH:22])(=[O:21])=[O:20])[CH2:12][CH2:13][CH2:14]CCCC>CCCCCC>[CH4:4].[CH3:7][CH3:8].[CH3:11][CH2:12][CH3:13].[CH2:11]([S:19]([OH:22])(=[O:21])=[O:20])[CH2:12][CH2:13][CH3:14]. Reported procedure: In a Gotte foam beater (DIN 53 902, Part 1), methane, ethane, propane, butane, n-hexane and n-octane sulfonic acid were tested for their foaming behavior in 0.5% aqueous solution (0° Gh) at 40° C. The solutions of methane, ethane, propane and butane sulfonic acid did not produce any foam. Reactants: ClC=1C2=C(N=CN1)OC(=C2C2=CC=C(C=C2)OC)C2=CC=C(C=C2)OC (4-chloro-5,6-bis(4-methoxyphenyl)furo[2,3-d]pyrimidine), COC(COC1=CC(=CC=C1)N)=O (3-aminophenoxyacetic acid methyl ester). The solvent is ClCCl (dichloromethane). Product: COC(COC1=CC(=CC=C1)NC=1C2=C(N=CN1)OC(=C2C2=CC=C(C=C2)OC)C2=CC=C(C=C2)OC)=O (3-{[5,6-Bis(4-methoxyphenyl)furo[2,3-d]pyrimidin-4-yl]amino}phenoxyacetic acid methyl ester). As a reaction SMILES: Cl[C:2]1[C:3]2[C:10]([C:11]3[CH:16]=[CH:15][C:14]([O:17][CH3:18])=[CH:13][CH:12]=3)=[C:9]([C:19]3[CH:24]=[CH:23][C:22]([O:25][CH3:26])=[CH:21][CH:20]=3)[O:8][C:4]=2[N:5]=[CH:6][N:7]=1.[CH3:27][O:28][C:29](=[O:39])[CH2:30][O:31][C:32]1[CH:37]=[CH:36][CH:35]=[C:34]([NH2:38])[CH:33]=1>ClCCl>[CH3:27][O:28][C:29](=[O:39])[CH2:30][O:31][C:32]1[CH:37]=[CH:36][CH:35]=[C:34]([NH:38][C:2]2[C:3]3[C:10]([C:11]4[CH:16]=[CH:15][C:14]([O:17][CH3:18])=[CH:13][CH:12]=4)=[C:9]([C:19]4[CH:24]=[CH:23][C:22]([O:25][CH3:26])=[CH:21][CH:20]=4)[O:8][C:4]=3[N:5]=[CH:6][N:7]=2)[CH:33]=1. Procedure: Heat 400 mg (1.091 mmol) of 4-chloro-5,6-bis(4-methoxyphenyl)furo[2,3-d]pyrimidine (for preparation see WO 03/018589) and 237.1 mg (1.309 mmol) of 3-aminophenoxyacetic acid methyl ester to 150° C. in an oil bath for 1.5 h. After cooling, add dichloromethane to the residue and purify by means of silica gel (eluent: dichloromethane/ethyl acetate 10:1). 139.3 mg (25% of theory) of the target compound are obtained as a light yellowish solid.